describe an organic reaction: reactants, conditions, products, and yield From a dataset of the Open Reaction Database (ORD), a public repository of structured organic reaction records. Starting materials: C#CCBr, CC(C)CC(C(=O)OCc1ccccc1)C(C(=O)OCc1ccccc1)C(=O)OC(C)(C)C. Yields the product C#CCC(C(=O)OCc1ccccc1)(C(=O)OC(C)(C)C)C(CC(C)C)C(=O)OCc1ccccc1. RXN SMILES: [CH2:34]([C:35]#[CH:36])[Br:37].[CH3:1][CH:2]([CH2:3][CH:4]([CH:5]([C:6](=[O:7])[O:8][CH2:9][c:10]1[cH:11][cH:12][cH:13][cH:14][cH:15]1)[C:16](=[O:17])[O:18][C:19]([CH3:20])([CH3:21])[CH3:22])[C:23](=[O:24])[O:25][CH2:26][c:27]1[cH:28][cH:29][cH:30][cH:31][cH:32]1)[CH3:33]>>[CH3:1][CH:2]([CH2:3][CH:4]([C:5]([C:6](=[O:7])[O:8][CH2:9][c:10]1[cH:11][cH:12][cH:13][cH:14][cH:15]1)([C:16](=[O:17])[O:18][C:19]([CH3:20])([CH3:21])[CH3:22])[CH2:36][C:35]#[CH:34])[C:23](=[O:24])[O:25][CH2:26][c:27]1[cH:28][cH:29][cH:30][cH:31][cH:32]1)[CH3:33]. The reactants are Cc1cc2c(cc1Sc1ccc(C(=O)O)cc1)C(C)(C)CCC2(C)C, C1CCC(NC2CCCCC2)CC1, ClCCl, O=S(Cl)Cl. Product: Cc1cc2c(cc1Sc1ccc(C(=O)Cl)cc1)C(C)(C)CCC2(C)C. RXN SMILES: [CH3:1][c:2]1[c:3]([S:16][c:17]2[cH:18][cH:19][c:20]([C:21](=[O:22])[OH:23])[cH:24][cH:25]2)[cH:4][c:5]2[c:10]([cH:11]1)[C:9]([CH3:12])([CH3:13])[CH2:8][CH2:7][C:6]2([CH3:14])[CH3:15].[CH:26]1([NH:27][CH:28]2[CH2:29][CH2:30][CH2:31][CH2:32][CH2:33]2)[CH2:34][CH2:35][CH2:36][CH2:37][CH2:38]1.[Cl:43][CH2:44][Cl:45].[S:39]([Cl:40])([Cl:41])=[O:42]>>[CH3:1][c:2]1[c:3]([S:16][c:17]2[cH:18][cH:19][c:20]([C:21](=[O:22])[Cl:41])[cH:24][cH:25]2)[cH:4][c:5]2[c:10]([cH:11]1)[C:9]([CH3:12])([CH3:13])[CH2:8][CH2:7][C:6]2([CH3:14])[CH3:15]. The reactants are C1(CCCCC1)[C@@H](CN1CC(C1)O)NC ((S)-1-(2-cyclohexyl-2-(methylamino)ethyl)azetidin-3-ol), C(#N)C1=CC=C(C(=O)O)C=C1 (4-cyanobenzoic acid), CCN(C(C)C)C(C)C (DIPEA), CN(C)C(=[N+](C)C)ON1C2=C(C=CC=C2)N=N1.[B-](F)(F)(F)F (TBTU). The solvent is C(Cl)Cl (DCM), C(Cl)Cl (DCM). Reaction conditions: time 10 minute. Product: C(#N)C1=CC=C(C(=O)N(C)[C@H](CN2CC(C2)O)C2CCCCC2)C=C1 (4-cyano-N-[(1S)-1-cyclohexyl-2-(3-hydroxyazetidin-1-yl)ethyl]-N-methylbenzamide). Yield: 49.0%. Reaction SMILES: [C:1]([C:3]1[CH:11]=[CH:10][C:6]([C:7]([OH:9])=O)=[CH:5][CH:4]=1)#[N:2].CCN(C(C)C)C(C)C.CN(C(ON1N=NC2C=CC=CC1=2)=[N+](C)C)C.[B-](F)(F)(F)F.[CH:43]1([C@H:49]([NH:56][CH3:57])[CH2:50][N:51]2[CH2:54][CH:53]([OH:55])[CH2:52]2)[CH2:48][CH2:47][CH2:46][CH2:45][CH2:44]1>C(Cl)Cl>[C:1]([C:3]1[CH:4]=[CH:5][C:6]([C:7]([N:56]([C@@H:49]([CH:43]2[CH2:48][CH2:47][CH2:46][CH2:45][CH2:44]2)[CH2:50][N:51]2[CH2:52][CH:53]([OH:55])[CH2:54]2)[CH3:57])=[O:9])=[CH:10][CH:11]=1)#[N:2] |f:2.3|. Reported procedure: 4-cyanobenzoic acid (65.0 mg, 0.44 mmol) in DCM (2 mL) was treated with DIPEA (0.231 mL, 1.32 mmol) and TBTU (142 mg, 0.44 mmol) and the suspension was stirred for 10 min. A 125 mg/mL solution of (S)-1-(2-cyclohexyl-2-(methylamino)ethyl)azetidin-3-ol (Compound G2.3) (125 mg, 0.44 mmol) in DCM (1 mL) was added and the reaction was stirred at ambient temperature overnight. The reaction was washed with 8% aq. sol. of NaHCO3 and concentrated. The residue was dissolved in DMSO (0.4 mL) and filtered t... Starting materials: N1C=CC2=CC=CC(=C12)C(=O)OC (Methyl 1H-indole-7-carboxylate), BrCC1=CC=C(C=C1)C(F)(F)F (1-(bromomethyl)-4-(trifluoromethyl)benzene), [H-].[Na+] (NaH). Run in CN(C)C=O (DMF). Conditions: temperature 0 celsius, time 3 hour. Product: FC(C1=CC=C(CN2C=CC3=CC=CC(=C23)C(=O)OC)C=C1)(F)F (Methyl 1-[4-(trifluoromethyl)benzyl]-1H-indole-7-carboxylate). RXN SMILES: [NH:1]1[C:9]2[C:4](=[CH:5][CH:6]=[CH:7][C:8]=2[C:10]([O:12][CH3:13])=[O:11])[CH:3]=[CH:2]1.Br[CH2:15][C:16]1[CH:21]=[CH:20][C:19]([C:22]([F:25])([F:24])[F:23])=[CH:18][CH:17]=1.[H-].[Na+]>CN(C=O)C>[F:23][C:22]([F:24])([F:25])[C:19]1[CH:20]=[CH:21][C:16]([CH2:15][N:1]2[C:9]3[C:4](=[CH:5][CH:6]=[CH:7][C:8]=3[C:10]([O:12][CH3:13])=[O:11])[CH:3]=[CH:2]2)=[CH:17][CH:18]=1 |f:2.3|. Reported procedure: Methyl 1H-indole-7-carboxylate (47.8 g, 273 mmol) and 1-(bromomethyl)-4-(trifluoromethyl)benzene (81 g, 341 mmol) were dissolved in DMF (1.3 L) at 0° C. 60% w/w NaH (12 g, 300 mmol) was added portion wise. The ice bath was removed and the mixture stirred at 0° C. for 3 hours, then overnight at RT. The reaction mixture was quenched with 3 L of NH4Cl(sat.) and the aqueous layer was extracted 3 times with 1 L of ether. The organic layers were combined, washed with water and brine. The compound was ... Starting materials: ClCCl, [Cl-], [Cl-], [Cl-], [Cl-], COC(Cl)Cl, COC(=O)c1ccc(OC)cc1O, [Ti+4]. Yields the product COC(=O)c1ccc(OC)c(C=O)c1O. Reaction SMILES: [CH2:19]([Cl:20])[Cl:21].[Cl-:22].[Cl-:23].[Cl-:24].[Cl-:25].[Cl:14][CH:15]([O:16][CH3:18])[Cl:17].[OH:1][c:2]1[c:3]([C:4](=[O:5])[O:6][CH3:7])[cH:8][cH:9][c:10]([O:12][CH3:13])[cH:11]1.[Ti+4:26]>>[OH:1][c:2]1[c:3]([C:4](=[O:5])[O:6][CH3:7])[cH:8][cH:9][c:10]([O:12][CH3:13])[c:11]1[CH:15]=[O:16]. Reactants: CON(C(=O)C=1N=CN(C1)C=1C=C(C=CC1)C1=C(C=CC=C1)OC)C (1-(2′-Methoxy-biphenyl-3-yl)-1H-imidazole-4-carboxylic acid methoxy-methyl-amide), O1C=CC=C1 (furane). Product: O1C(=CC=C1)C(=O)C=1N=CN(C1)C=1C=C(C=CC1)C1=C(C=CC=C1)OC (Furan-2-yl-[1-(2′-methoxy-biphenyl-3-yl)-1H-imidazol-4-yl]-methanone). RXN SMILES: CON(C)[C:4]([C:6]1[N:7]=[CH:8][N:9]([C:11]2[CH:12]=[C:13]([C:17]3[CH:22]=[CH:21][CH:20]=[CH:19][C:18]=3[O:23][CH3:24])[CH:14]=[CH:15][CH:16]=2)[CH:10]=1)=[O:5].[O:26]1[CH:30]=[CH:29][CH:28]=[CH:27]1>>[O:26]1[CH:30]=[CH:29][CH:28]=[C:27]1[C:4]([C:6]1[N:7]=[CH:8][N:9]([C:11]2[CH:12]=[C:13]([C:17]3[CH:22]=[CH:21][CH:20]=[CH:19][C:18]=3[O:23][CH3:24])[CH:14]=[CH:15][CH:16]=2)[CH:10]=1)=[O:5]. Reported procedure: This compound is prepared by method C using compound 12c and furane Reactants: CO, Cl, NO, O=C1CCc2c1sc1ccccc21. The product is ON=C1CCc2c1sc1ccccc21. As a reaction SMILES: [CH3:17][OH:18].[ClH:3].[NH2:1][OH:2].[c:4]12[c:5]3[c:9]([s:10][c:11]1[cH:12][cH:13][cH:14][cH:15]2)[C:8](=[O:16])[CH2:7][CH2:6]3>>[N:1]([OH:2])=[C:8]1[CH2:7][CH2:6][c:5]2[c:4]3[c:11]([s:10][c:9]21)[cH:12][cH:13][cH:14][cH:15]3. Reactants: COc1cc[nH]c1C=C1C(=O)Nc2cccc(Br)c21, COCCOC, [Na+], [Na+], O=C([O-])[O-], O, OB(O)c1cccc2[nH]ccc12. Product: COc1cc[nH]c1C=C1C(=O)Nc2cccc(-c3cccc4[nH]ccc34)c21. Reaction SMILES: [Br:13][c:14]1[c:15]2[c:19]([cH:20][cH:21][cH:22]1)[NH:18][C:17](=[O:23])[C:16]2=[CH:24][c:25]1[nH:26][cH:27][cH:28][c:29]1[O:30][CH3:31].[CH3:38][O:39][CH2:40][CH2:41][O:42][CH3:43].[Na+:32].[Na+:33].[O-:34][C:35](=[O:36])[O-:37].[OH2:44].[nH:1]1[cH:2][cH:3][c:4]2[c:5]([B:10]([OH:11])[OH:12])[cH:6][cH:7][cH:8][c:9]12>>[nH:1]1[cH:2][cH:3][c:4]2[c:5](-[c:14]3[c:15]4[c:19]([cH:20][cH:21][cH:22]3)[NH:18][C:17](=[O:23])[C:16]4=[CH:24][c:25]3[nH:26][cH:27][cH:28][c:29]3[O:30][CH3:31])[cH:6][cH:7][cH:8][c:9]12. Starting materials: [Cl-], CC(C)C(Nc1ccc(C(F)(F)F)cc1Cl)C(=O)O, OCc1[nH]ccc1Cc1ccc(F)cc1. The product is CC(C)C(Nc1ccc(C(F)(F)F)cc1Cl)C(=O)OCc1[nH]ccc1Cc1ccc(F)cc1. Reaction SMILES: [Cl-:1].[Cl:2][c:3]1[c:4]([NH:13][CH:14]([C:15](=[O:16])[OH:17])[CH:18]([CH3:19])[CH3:20])[cH:5][cH:6][c:7]([C:9]([F:10])([F:11])[F:12])[cH:8]1.[F:21][c:22]1[cH:23][cH:24][c:25]([CH2:26][c:27]2[c:28]([CH2:32][OH:33])[nH:29][cH:30][cH:31]2)[cH:34][cH:35]1>>[Cl:2][c:3]1[c:4]([NH:13][CH:14]([C:15](=[O:16])[O:17][CH2:32][c:28]2[c:27]([CH2:26][c:25]3[cH:24][cH:23][c:22]([F:21])[cH:35][cH:34]3)[cH:31][cH:30][nH:29]2)[CH:18]([CH3:19])[CH3:20])[cH:5][cH:6][c:7]([C:9]([F:10])([F:11])[F:12])[cH:8]1.